describe an organic reaction: reactants, conditions, products, and yield From a dataset of the Open Reaction Database (ORD), a public repository of structured organic reaction records. Reactants: CCOC(=O)CC(=O)CC, CC(C)(C)[O-], CC(C)(C)O, [Cl-], COc1ccc(CCl)cc1, [K+], [NH4+], C1CCOC1. Yields the product CCOC(=O)C(Cc1ccc(OC)cc1)C(=O)CC. As a reaction SMILES: [CH2:12]([CH3:13])[O:14][C:15]([CH2:16][C:17]([CH2:18][CH3:19])=[O:20])=[O:21].[CH3:1][C:2]([CH3:3])([O-:4])[CH3:5].[CH3:7][C:8]([OH:9])([CH3:10])[CH3:11].[Cl-:37].[Cl:22][CH2:23][c:24]1[cH:25][cH:26][c:27]([O:30][CH3:31])[cH:28][cH:29]1.[K+:6].[NH4+:38].[O:32]1[CH2:33][CH2:34][CH2:35][CH2:36]1>>[CH2:12]([CH3:13])[O:14][C:15]([CH:16]([C:17]([CH2:18][CH3:19])=[O:20])[CH2:23][c:24]1[cH:25][cH:26][c:27]([O:30][CH3:31])[cH:28][cH:29]1)=[O:21]. Starting materials: CCOC(=O)C(=CNc1ncnc2ccc([N+](=O)[O-])cc12)C(=O)OCC, CN(C)C=O, [H][H], c1ccccc1. Product: CCOC(=O)C(=CNc1ncnc2ccc(N)cc12)C(=O)OCC. RXN SMILES: [CH2:1]([CH3:2])[O:3][C:4]([C:5]([C:6](=[O:7])[O:8][CH2:9][CH3:10])=[CH:11][NH:12][c:13]1[n:14][cH:15][n:16][c:17]2[cH:18][cH:19][c:20]([N+:23]([O-:24])=[O:25])[cH:21][c:22]12)=[O:26].[CH3:33][N:34]([CH3:35])[CH:36]=[O:37].[H:38][H:39].[cH:27]1[cH:28][cH:29][cH:30][cH:31][cH:32]1>>[CH2:1]([CH3:2])[O:3][C:4]([C:5]([C:6](=[O:7])[O:8][CH2:9][CH3:10])=[CH:11][NH:12][c:13]1[n:14][cH:15][n:16][c:17]2[cH:18][cH:19][c:20]([NH2:23])[cH:21][c:22]12)=[O:26]. Starting materials: CC(=O)O, N#CCC(C#N)C=O, NC(c1ccc(F)cc1)c1ccc(F)cc1, [K], O. The product is N#CCC(C#N)=CNC(c1ccc(F)cc1)c1ccc(F)cc1. As a reaction SMILES: [CH3:26][C:27](=[O:28])[OH:29].[CH:2](=[O:3])[CH:4]([C:5]#[N:6])[CH2:7][C:8]#[N:9].[F:10][c:11]1[cH:12][cH:13][c:14]([CH:17]([NH2:18])[c:19]2[cH:20][cH:21][c:22]([F:25])[cH:23][cH:24]2)[cH:15][cH:16]1.[K:1].[OH2:30]>>[CH:2](=[C:4]([C:5]#[N:6])[CH2:7][C:8]#[N:9])[NH:18][CH:17]([c:14]1[cH:13][cH:12][c:11]([F:10])[cH:16][cH:15]1)[c:19]1[cH:20][cH:21][c:22]([F:25])[cH:23][cH:24]1. Reactants: C(C)(C)(C)NC(=O)C1=CN(C2=NC(=C(N=C21)Br)C)COCC[Si](C)(C)C (2-bromo-3-methyl-5-(2-trimethylsilanyl-ethoxymethyl)-5H-pyrrolo[2,3-b]pyrazine-7-carboxylic acid tert-butylamide), CS(=O)(=O)C=1C=C(C=CC1)N (3-methanesulfonyl-phenylamine), C1(=CC=CC=C1)P(C1=C(C2=CC=CC=C2C=C1)C1=C(C=CC2=CC=CC=C12)P(C1=CC=CC=C1)C1=CC=CC=C1)C1=CC=CC=C1 (BINAP), CC(C)([O-])C.[Na+] (sodium tert-butoxide). Reagents/catalysts: C=1C=CC(=CC1)/C=C/C(=O)/C=C/C2=CC=CC=C2.C=1C=CC(=CC1)/C=C/C(=O)/C=C/C2=CC=CC=C2.C=1C=CC(=CC1)/C=C/C(=O)/C=C/C2=CC=CC=C2.[Pd].[Pd] (tris(dibenzylideneacetone)dipalladium). The solvent is C1(=CC=CC=C1)C (toluene), C(C)(=O)OCC (ethyl acetate). Run at temperature 110 celsius, time 21.5 hour. The product is C(C)(C)(C)NC(=O)C1=CN(C2=NC(=C(N=C21)NC2=CC(=CC=C2)S(=O)(=O)C)C)COCC[Si](C)(C)C (2-(3-methanesulfonyl-phenylamino)-3-methyl-5-(2-trimethylsilanyl-ethoxymethyl)-5H-pyrrolo[2,3-b]pyrazine-7-carboxylic acid tert-butylamide). Reaction SMILES: [C:1]([NH:5][C:6]([C:8]1[C:16]2[C:11](=[N:12][C:13]([CH3:18])=[C:14](Br)[N:15]=2)[N:10]([CH2:19][O:20][CH2:21][CH2:22][Si:23]([CH3:26])([CH3:25])[CH3:24])[CH:9]=1)=[O:7])([CH3:4])([CH3:3])[CH3:2].[CH3:27][S:28]([C:31]1[CH:32]=[C:33]([NH2:37])[CH:34]=[CH:35][CH:36]=1)(=[O:30])=[O:29].C1(P(C2C=CC=CC=2)C2C=CC3C(=CC=CC=3)C=2C2C3C(=CC=CC=3)C=CC=2P(C2C=CC=CC=2)C2C=CC=CC=2)C=CC=CC=1.CC(C)([O-])C.[Na+]>C1(C)C=CC=CC=1.C(OCC)(=O)C.C1C=CC(/C=C/C(/C=C/C2C=CC=CC=2)=O)=CC=1.C1C=CC(/C=C/C(/C=C/C2C=CC=CC=2)=O)=CC=1.C1C=CC(/C=C/C(/C=C/C2C=CC=CC=2)=O)=CC=1.[Pd].[Pd]>[C:1]([NH:5][C:6]([C:8]1[C:16]2[C:11](=[N:12][C:13]([CH3:18])=[C:14]([NH:37][C:33]3[CH:34]=[CH:35][CH:36]=[C:31]([S:28]([CH3:27])(=[O:30])=[O:29])[CH:32]=3)[N:15]=2)[N:10]([CH2:19][O:20][CH2:21][CH2:22][Si:23]([CH3:26])([CH3:25])[CH3:24])[CH:9]=1)=[O:7])([CH3:4])([CH3:3])[CH3:2] |f:3.4,7.8.9.10.11|. Procedure: A mixture of 2-bromo-3-methyl-5-(2-trimethylsilanyl-ethoxymethyl)-5H-pyrrolo[2,3-b]pyrazine-7-carboxylic acid tert-butylamide (0.110 g, 0.25 mmol), 3-methanesulfonyl-phenylamine (0.086 g, 0.5 mmol), tris(dibenzylideneacetone)dipalladium (0.011 g, 0.0125 mmol), racemic BINAP [rac-2,2′-bis(diphenylphosphino)-1,1′-binaphthyl](0.023 g, 0.038 mmol) and sodium tert-butoxide (0.060 g, 0.63 mmol) in toluene (2.5 mL), under an argon atmosphere, was heated and stirred in a sealed vessel at 110° C. for 21.... The reactants are FC=1C=C2CCNC(C2=CC1)=O (6-Fluoro-3,4-dihydroisoquinolin-1(2H)-one), IC=1C=NC=CC1C (3-iodo-4-methyl-pyridine), trans-N,N′-dimethyl-cyclohexyl-1,2-diamine, P(=O)([O-])([O-])[O-].[K+].[K+].[K+] (potassium phosphate). Reagents/catalysts: [Cu](I)I (copper iodide). Solvent: O1CCOCC1 (1,4-dioxane). The product is FC=1C=C2CCN(C(C2=CC1)=O)C=1C=NC=CC1C (6-fluoro-2-(4-methylpyridin-3-yl)-3,4-dihydroisoquinolin-1(2H)-one). Yield: 90.2%. RXN SMILES: [F:1][C:2]1[CH:3]=[C:4]2[C:9](=[CH:10][CH:11]=1)[C:8](=[O:12])[NH:7][CH2:6][CH2:5]2.I[C:14]1[CH:15]=[N:16][CH:17]=[CH:18][C:19]=1[CH3:20].P([O-])([O-])([O-])=O.[K+].[K+].[K+]>[Cu](I)I.O1CCOCC1>[F:1][C:2]1[CH:3]=[C:4]2[C:9](=[CH:10][CH:11]=1)[C:8](=[O:12])[N:7]([C:14]1[CH:15]=[N:16][CH:17]=[CH:18][C:19]=1[CH3:20])[CH2:6][CH2:5]2 |f:2.3.4.5|. Procedure details: 6-Fluoro-3,4-dihydroisoquinolin-1(2H)-one (I-78d: 250 mg, 1.5146 mmol) was reacted with 3-iodo-4-methyl-pyridine (365 mg, 1.66 mmol), 1,4-dioxane (10 mL), copper iodide (29 mg, 0.151 mmol), trans-N,N′-dimethyl-cyclohexyl-1,2-diamine (21.5 mg, 0.151 mmol) and potassium phosphate (965 mg, 4.54 mmol) for 14 hours at 120° C. to afford the crude product. Purification by column chromatography on silica gel (2% methanol in CHCl3) afforded 350 mg of the product (90.4% yield). Starting materials: diaza(1,3)bicyclo[5.4.0]undecane, C(C)(=O)OCC (ethyl acetate), OC1=CC=C(C(=O)O)C=C1 (4-hydroxybenzoic acid), BrCCCCCCCCCCCCBr (1,12-dibromododecane). Run in CN1C(CCC1)=O (N-methylpyrrolidone), CN1C(CCC1)=O (N-methylpyrrolidone). Reaction conditions: temperature 0 celsius, time 2 hour. The product is OC1=CC=C(C(=O)OCCCCCCCCCCCCBr)C=C1 (12-bromododecyl 4-hydroxybenzoate). As a reaction SMILES: [OH:1][C:2]1[CH:10]=[CH:9][C:5]([C:6]([OH:8])=[O:7])=[CH:4][CH:3]=1.[Br:11][CH2:12][CH2:13][CH2:14][CH2:15][CH2:16][CH2:17][CH2:18][CH2:19][CH2:20][CH2:21][CH2:22][CH2:23]Br.C(OCC)(=O)C>CN1CCCC1=O>[OH:1][C:2]1[CH:10]=[CH:9][C:5]([C:6]([O:8][CH2:23][CH2:22][CH2:21][CH2:20][CH2:19][CH2:18][CH2:17][CH2:16][CH2:15][CH2:14][CH2:13][CH2:12][Br:11])=[O:7])=[CH:4][CH:3]=1. Reported procedure: 6.32 Gram of 4-hydroxybenzoic acid was dissolved in 100 mL of N-methylpyrrolidone, 6.96 g of diaza(1,3)bicyclo[5.4.0]undecane was added thereto, and the resulting mixture was cooled to 0° C. in a nitrogen stream. Thereto, 50 mL of an N-methylpyrrolidone solution having dissolved therein 15 g of 1,12-dibromododecane was added dropwise over 0.2 hours, and the obtained reaction solution was stirred at 0° C. for 2 hours and further stirred at 50° C. for 4 hours. After adding 200 mL of ethyl acetate,... The reactants are COc1cc(Br)ccc1N, CCOC(C)=O, [I-], [K+], O=N[O-], [Na+], O, O=S(=O)(O)O. Yields the product COc1cc(Br)ccc1I. Reaction SMILES: [Br:1][c:2]1[cH:3][c:4]([O:9][CH3:10])[c:5]([NH2:6])[cH:7][cH:8]1.[CH3:23][CH2:24][O:25][C:26](=[O:27])[CH3:28].[I-:21].[K+:20].[N:16]([O-:17])=[O:18].[Na+:19].[OH2:22].[S:11](=[O:12])(=[O:13])([OH:14])[OH:15]>>[Br:1][c:2]1[cH:3][c:4]([O:9][CH3:10])[c:5]([I:21])[cH:7][cH:8]1. Reactants: COCCOCc1ccc(Oc2ccc(N)c(OC3CCOCC3)c2)cn1, CCOC(=O)C(C)C(C)=O, CC#N, CCO, Cl, [K+], O=N[O-], [Na+], [OH-], O. The product is CCOC(=O)C(C)=NNc1ccc(Oc2ccc(COCCOC)nc2)cc1OC1CCOCC1. Reaction SMILES: [CH3:1][O:2][CH2:3][CH2:4][O:5][CH2:6][c:7]1[cH:8][cH:9][c:10]([O:13][c:14]2[cH:15][c:16]([O:21][CH:22]3[CH2:23][CH2:24][O:25][CH2:26][CH2:27]3)[c:17]([NH2:18])[cH:19][cH:20]2)[cH:11][n:12]1.[CH3:32][CH:33]([C:34](=[O:35])[O:36][CH2:37][CH3:38])[C:39]([CH3:40])=[O:41].[CH3:45][C:46]#[N:47].[CH3:49][CH2:50][OH:51].[ClH:44].[K+:43].[N:28]([O-:29])=[O:30].[Na+:31].[OH-:42].[OH2:48]>>[CH3:1][O:2][CH2:3][CH2:4][O:5][CH2:6][c:7]1[cH:8][cH:9][c:10]([O:13][c:14]2[cH:15][c:16]([O:21][CH:22]3[CH2:23][CH2:24][O:25][CH2:26][CH2:27]3)[c:17]([NH:18][N:28]=[C:33]([CH3:32])[C:34](=[O:35])[O:36][CH2:37][CH3:38])[cH:19][cH:20]2)[cH:11][n:12]1. The reactants are C(C1=CC=CC=C1)OC=1C=C2C=CC(=CC2=CC1)C(COCCCl)O (1-(6-benzyloxy-2-naphthyl)-2-(2-chloroethoxy)ethanol), [I-].[K+] (potassium iodide), CNC (dimethylamine), C(C)O (ethanol), CNC (dimethylamine). The solvent is C(C)OCC (diethyl ether). Yields the product C(C1=CC=CC=C1)OC=1C=C2C=CC(=CC2=CC1)C(COCCN(C)C)O (1-(6-benzyloxy-2-naphthyl)-2-[2-(N,N-dimethylamino)ethoxy]-ethanol). As a reaction SMILES: [CH2:1]([O:8][C:9]1[CH:10]=[C:11]2[C:16](=[CH:17][CH:18]=1)[CH:15]=[C:14]([CH:19]([OH:25])[CH2:20][O:21][CH2:22][CH2:23]Cl)[CH:13]=[CH:12]2)[C:2]1[CH:7]=[CH:6][CH:5]=[CH:4][CH:3]=1.[I-].[K+].[CH3:28][NH:29][CH3:30].C(O)C>C(OCC)C>[CH2:1]([O:8][C:9]1[CH:10]=[C:11]2[C:16](=[CH:17][CH:18]=1)[CH:15]=[C:14]([CH:19]([OH:25])[CH2:20][O:21][CH2:22][CH2:23][N:29]([CH3:30])[CH3:28])[CH:13]=[CH:12]2)[C:2]1[CH:7]=[CH:6][CH:5]=[CH:4][CH:3]=1 |f:1.2|. Procedure details: A mixture of 4.5 g of 1-(6-benzyloxy-2-naphthyl)-2-(2-chloroethoxy)ethanol, 1 g of potassium iodide, 10 ml of a 50% aqueous dimethylamine solution and 20 ml of ethanol was refluxed for 3 hours. To the reaction mixture was added 10 ml of a 50% aqueous dimethylamine solution. The resulting mixture was further refluxed for 6 hours. The reaction mixture was cooled and concentrated to about a half volume under reduced pressure. To the concentrate were added 100 ml of ethyl acetate and 100 ml of water...